describe an organic reaction: reactants, conditions, products, and yield From a dataset of the Open Reaction Database (ORD), a public repository of structured organic reaction records. Reactants: ClC1=C(OCC(C)N)C=CC=C1[N+](=O)[O-] (1-(2-chloro-3-nitrophenoxy)propan-2-amine), C([O-])([O-])=O.[K+].[K+] (potassium carbonate), CN(C=O)C (N,N-dimethylformamide). Run in O (water). Reaction conditions: time 8 hour. Yields the product CC1COC2=C(N1)C(=CC=C2)[N+](=O)[O-] (3-Methyl-5-nitro-3,4-dihydro-2H-1,4-benzoxazine). The yield is 79.2%. As a reaction SMILES: Cl[C:2]1[C:12]([N+:13]([O-:15])=[O:14])=[CH:11][CH:10]=[CH:9][C:3]=1[O:4][CH2:5][CH:6]([NH2:8])[CH3:7].C(=O)([O-])[O-].[K+].[K+].CN(C)C=O>O>[CH3:7][CH:6]1[NH:8][C:2]2[C:12]([N+:13]([O-:15])=[O:14])=[CH:11][CH:10]=[CH:9][C:3]=2[O:4][CH2:5]1 |f:1.2.3|. Procedure: 6 g (0.026 mol) of 1-(2-chloro-3-nitrophenoxy)propan-2-amine, 3.6 g (0.026 mol) of potassium carbonate and 20 ml of N,N-dimethylformamide are heated at 110° C. with stirring overnight. The reaction mixture is poured into water and extracted 3 times with ether. The organic phase is recovered, washed with water, dried and the solvent evaporated to dryness. There are obtained 4 g of product in the form of a crystalline residue which is used as is in the following stage. Reactants: C(C1=CC=CC=C1)OC(=O)C1=C(NC(=C(C1C1=CC=C(C=C1)[N+](=O)[O-])C(=O)OCCC#N)C)C (3-benzyloxycarbonyl-5-(2-cyanoethoxy)carbonyl-1,4-dihydro-2,6-dimethyl-4-(4-nitrophenyl)pyridine), C(=O)O (formic acid). Reagents/catalysts: [Pd] (Pd/C). Solvent: C(Cl)(Cl)Cl (CHCl3). Product: C(#N)CCOC(=O)C1=C(NC(=C(C1C1=CC=C(C=C1)[N+](=O)[O-])C(=O)O)C)C (3-(2-cyanoethoxy)carbonyl-1,4-dihydro-2,6-dimethyl-4-(4-nitrophenyl)pyridine-5-carboxylic acid), powder. The yield is 75.0%. As a reaction SMILES: C([O:8][C:9]([C:11]1[CH:16]([C:17]2[CH:22]=[CH:21][C:20]([N+:23]([O-:25])=[O:24])=[CH:19][CH:18]=2)[C:15]([C:26]([O:28][CH2:29][CH2:30][C:31]#[N:32])=[O:27])=[C:14]([CH3:33])[NH:13][C:12]=1[CH3:34])=[O:10])C1C=CC=CC=1.C(O)=O>C(Cl)(Cl)Cl.[Pd]>[C:31]([CH2:30][CH2:29][O:28][C:26]([C:15]1[CH:16]([C:17]2[CH:22]=[CH:21][C:20]([N+:23]([O-:25])=[O:24])=[CH:19][CH:18]=2)[C:11]([C:9]([OH:10])=[O:8])=[C:12]([CH3:34])[NH:13][C:14]=1[CH3:33])=[O:27])#[N:32]. Procedure details: A solution of 3-benzyloxycarbonyl-5-(2-cyanoethoxy)carbonyl-1,4-dihydro-2,6-dimethyl-4-(4-nitrophenyl)pyridine (3.24 g, 7.02 mmol) in 160 ml of 4.4%(w/w) formic acid/NeOH mixture was stirred with Pd/C (10%, 3.24 g) for 30 min., the reaction was quenched by addition of 10 ml of CHCl3. The mixture was filtered and concentrated to give a yellow powder, which was dissolved in CHCl3 (100 ml), washed with water (25 ml) and aqueous 1N HCl (25 ml). After drying (Na2SO4) and evaporation of solvent, 3-(2-... The reactants are C(CCC)[Li] (n-butyl lithium), resultant solution, FC1=CC=C(C=C1)C1=NC(=NC(=C1C=C(Br)Br)C(C)C)C1=CC=CC=C1 (4-(4-fluorophenyl)-6-(1-methylethyl)-2-phenyl-5-(2,2-dibromovinyl)-pyrimidine), COP(=O)(C[C@H](CC(=O)OC)O[Si](C1=CC=CC=C1)(C1=CC=CC=C1)C(C)(C)C)Cl ((S)-4-(Methoxychlorophosphinyl)-3-[[(t-butyl)diphenylsilyl]oxy]-butanoic acid, methyl ester). Run in O1CCCC1 (THF), O1CCCC1 (tetrahydrofuran), O1CCCC1 (THF). Conditions: temperature -78 celsius, time 1 hour. Product: FC1=CC=C(C=C1)C1=NC(=NC(=C1C#CP(=O)(C[C@H](CC(=O)OC)O[Si](C1=CC=CC=C1)(C1=CC=CC=C1)C(C)(C)C)OC)C(C)C)C1=CC=CC=C1 ((S)-4-[[[4-(4-Fluorophenyl)-6-(1-methylethyl)-2-phenyl-5-pyrimidinyl]-ethynyl]-methoxyphosphinyl]-3-((t-butyl)diphenylsilyloxy)butanoic acid, methyl ester). The yield is 49.0%. As a reaction SMILES: [F:1][C:2]1[CH:7]=[CH:6][C:5]([C:8]2[C:13]([CH:14]=[C:15](Br)Br)=[C:12]([CH:18]([CH3:20])[CH3:19])[N:11]=[C:10]([C:21]3[CH:26]=[CH:25][CH:24]=[CH:23][CH:22]=3)[N:9]=2)=[CH:4][CH:3]=1.C([Li])CCC.[CH3:32][O:33][P:34](Cl)([CH2:36][C@@H:37]([O:43][Si:44]([C:57]([CH3:60])([CH3:59])[CH3:58])([C:51]1[CH:56]=[CH:55][CH:54]=[CH:53][CH:52]=1)[C:45]1[CH:50]=[CH:49][CH:48]=[CH:47][CH:46]=1)[CH2:38][C:39]([O:41][CH3:42])=[O:40])=[O:35]>O1CCCC1>[F:1][C:2]1[CH:7]=[CH:6][C:5]([C:8]2[C:13]([C:14]#[C:15][P:34]([O:33][CH3:32])([CH2:36][C@@H:37]([O:43][Si:44]([C:57]([CH3:58])([CH3:60])[CH3:59])([C:45]3[CH:50]=[CH:49][CH:48]=[CH:47][CH:46]=3)[C:51]3[CH:52]=[CH:53][CH:54]=[CH:55][CH:56]=3)[CH2:38][C:39]([O:41][CH3:42])=[O:40])=[O:35])=[C:12]([CH:18]([CH3:20])[CH3:19])[N:11]=[C:10]([C:21]3[CH:26]=[CH:25][CH:24]=[CH:23][CH:22]=3)[N:9]=2)=[CH:4][CH:3]=1. Procedure details: In a separate flask, a solution of 4-(4-fluorophenyl)-6-(1-methylethyl)-2-phenyl-5-(2,2-dibromovinyl)-pyrimidine obtained in step (v) above (1.000 gm, 2.10 mmol) in tetrahydrofuran (THF) (10 ml) was added dropwise to a -78° C. THF solution (15 ml) of n-butyl lithium (nBuLi) (2.5M in hexane, 1.68 ml, 4.20 mmol). The solution was allowed to stir 1 hour at -78° C., then cannulated into a THF solution (20 ml) of (S)-4-(methoxychlorophosphinyl)-3-[[(t-butyl)diphenylsilyl]-oxy]butanoic acid, methyl es... Reactants: N=1C=CN2N=CC(=CC21)C2=CC(N(C=C2)CCCN2CCCCC2)=O (4-Imidazo[1,2-b]pyridazin-7-yl-1-(3-piperidin-1-yl-propyl)-1H-pyridin-2-one), BrN1C(CCC1=O)=O (N-bromosuccinimide). The solvent is CN(C)C=O (DMF), CCOC(=O)C (EtOAc). Conditions: temperature 0 celsius, time 30 minute. The product is BrC1=CN=C2N1N=CC(=C2)C2=CC(N(C=C2)CCCN2CCCCC2)=O (4-(3-bromo-imidazo[1,2-b]pyridazin-7-yl)-1-(3-piperidin-1-yl-propyl)-1H-pyridin-2-one). Reaction SMILES: [N:1]1[CH:2]=[CH:3][N:4]2[C:9]=1[CH:8]=[C:7]([C:10]1[CH:15]=[CH:14][N:13]([CH2:16][CH2:17][CH2:18][N:19]3[CH2:24][CH2:23][CH2:22][CH2:21][CH2:20]3)[C:12](=[O:25])[CH:11]=1)[CH:6]=[N:5]2.[Br:26]N1C(=O)CCC1=O>CN(C=O)C.CCOC(C)=O>[Br:26][C:3]1[N:4]2[N:5]=[CH:6][C:7]([C:10]3[CH:15]=[CH:14][N:13]([CH2:16][CH2:17][CH2:18][N:19]4[CH2:20][CH2:21][CH2:22][CH2:23][CH2:24]4)[C:12](=[O:25])[CH:11]=3)=[CH:8][C:9]2=[N:1][CH:2]=1. Reported procedure: 4-Imidazo[1,2-b]pyridazin-7-yl-1-(3-piperidin-1-yl-propyl)-1H-pyridin-2-one (1 eq, 0.122 mmol, 41.3 mg) is dissolved in DMF (10 ml) and N-bromosuccinimide (1.1 eq, 0.135 mmol, 24.2 mg) is added. The reaction mixture is then stirred at 0° C. for 30 min. The reaction is diluted with EtOAc and washed with NaHCO3 and brine. The organic phase is then dried over MgSO4, filtered and evaporated to dryness to give 4-(3-bromo-imidazo[1,2-b]pyridazin-7-yl)-1-(3-piperidin-1-yl-propyl)-1H-pyridin-2-one as a ... Starting materials: CNC1=NC=NC(=N1)NC1=CC=C(C=C1)N1CCN(CC1)CC (N-methyl-N′-[4-(4-ethyl-piperazin-1-yl)-phenyl]-[1,3,5]triazine-2,4-diamine), FC1=C(C=C(C=C1)N=C=O)C(F)(F)F (4-fluoro-3-trifluoromethyl-phenyl-isocyanate). The solvent is C1CCOC1 (THF), C1(=CC=CC=C1)C (toluene). Run at temperature 100 celsius, time 5 hour. The product is FC1=C(C=C(C=C1)NC(N(C1=NC=NC(=N1)NC1=CC=C(C=C1)N1CCN(CC1)CC)C)=O)C(F)(F)F (3-(4-Fluoro-3-trifluoromethyl-Phenyl)-1-methyl-1-{4-[4-(4-ethyl-piperazin-1-yl)-phenylamino]-[1,3,5]triazin-2-yl}-urea). Reaction SMILES: [CH3:1][NH:2][C:3]1[N:8]=[C:7]([NH:9][C:10]2[CH:15]=[CH:14][C:13]([N:16]3[CH2:21][CH2:20][N:19]([CH2:22][CH3:23])[CH2:18][CH2:17]3)=[CH:12][CH:11]=2)[N:6]=[CH:5][N:4]=1.[F:24][C:25]1[CH:30]=[CH:29][C:28]([N:31]=[C:32]=[O:33])=[CH:27][C:26]=1[C:34]([F:37])([F:36])[F:35]>C1COCC1.C1(C)C=CC=CC=1>[F:24][C:25]1[CH:30]=[CH:29][C:28]([NH:31][C:32](=[O:33])[N:2]([CH3:1])[C:3]2[N:8]=[C:7]([NH:9][C:10]3[CH:11]=[CH:12][C:13]([N:16]4[CH2:17][CH2:18][N:19]([CH2:22][CH3:23])[CH2:20][CH2:21]4)=[CH:14][CH:15]=3)[N:6]=[CH:5][N:4]=2)=[CH:27][C:26]=1[C:34]([F:35])([F:36])[F:37]. Procedure details: To a solution of N-methyl-N′-[4-(4-ethyl-piperazin-1-yl)-phenyl]-[1,3,5]triazine-2,4-diamine (24 mg, 0.077 mmol) in 1.5 ml THF and 2.5 ml toluene, 4-fluoro-3-trifluoromethyl-phenyl-isocyanate (25 μl, 0.17 mmol) is added and the mixture is stirred for 5 h at 100° C. Workup analogously as described in Example 171 gives the title compound: ESI-MS: 519 [MH]+; tR=4.3 min (purity: 100%, gradient J); TLC: Rf=0.43 (DCM/MeOH 9).